This data is from the Open Reaction Database (ORD), a public repository of structured organic reaction records. The task is: describe an organic reaction: reactants, conditions, products, and yield Reactants: C(C1=CC=CC=C1)N (benzylamine), C(C)(C)N(CC)C(C)C (diisopropylethyl amine), C(C1=CC=CC=C1)(=O)Cl (benzoylchloride). Solvent: C1CCOC1 (THF). Run at time 1 hour. The product is C(C1=CC=CC=C1)NC(C1=CC=CC=C1)=O (N-benzylbenzamide). Reaction SMILES: [CH2:1]([NH2:8])[C:2]1[CH:7]=[CH:6][CH:5]=[CH:4][CH:3]=1.C(N(C(C)C)CC)(C)C.[C:18](Cl)(=[O:25])[C:19]1[CH:24]=[CH:23][CH:22]=[CH:21][CH:20]=1>C1COCC1>[CH2:1]([NH:8][C:18](=[O:25])[C:19]1[CH:24]=[CH:23][CH:22]=[CH:21][CH:20]=1)[C:2]1[CH:7]=[CH:6][CH:5]=[CH:4][CH:3]=1. Procedure details: To a solution of benzylamine (0.125 mmol) in 5 mL of THF is added diisopropylethyl amine (0.15 mmol) and benzoylchloride (0.10 mmol). The reaction mixture is stirred at room temperature for 1 hour or until TLC analysis shows consumption of the benzoyl chloride. To this mixture is added perfluorsulfonic acid resin prepared in example 8 (3 g, 0.3 mmol/g loading) and the slurry is gently agitated for 1 hour. The slurry is filtered and the resin washed with dichloromethane. The combined filtrates ar... Starting materials: COc1cc2ncnc(Cl)c2cc1O, ClCCl, CC(C)(C)OC(=O)N=NC(=O)OC(C)(C)C, OCCN1CCOCC1, c1ccc(P(c2ccccc2)c2ccccc2)cc1. The product is COc1cc2ncnc(Cl)c2cc1OCCN1CCOCC1. As a reaction SMILES: [Cl:17][c:18]1[n:19][cH:20][n:21][c:22]2[cH:23][c:24]([O:29][CH3:30])[c:25]([OH:28])[cH:26][c:27]12.[Cl:59][CH2:60][Cl:61].[N:1]([C:2]([O:3][C:4]([CH3:5])([CH3:6])[CH3:7])=[O:8])=[N:9][C:10]([O:11][C:12]([CH3:13])([CH3:14])[CH3:15])=[O:16].[O:31]1[CH2:32][CH2:33][N:34]([CH2:37][CH2:38][OH:39])[CH2:35][CH2:36]1.[c:40]1([P:41]([c:42]2[cH:43][cH:44][cH:45][cH:46][cH:47]2)[c:48]2[cH:49][cH:50][cH:51][cH:52][cH:53]2)[cH:54][cH:55][cH:56][cH:57][cH:58]1>>[Cl:17][c:18]1[n:19][cH:20][n:21][c:22]2[cH:23][c:24]([O:29][CH3:30])[c:25]([O:28][CH2:38][CH2:37][N:34]3[CH2:33][CH2:32][O:31][CH2:36][CH2:35]3)[cH:26][c:27]12. Starting materials: BrC=1C=C(CBr)C=CC1 (3-Bromobenzyl bromide), N1C(NCC1)=O (2-imidazolidone), C([O-])([O-])=O.[K+].[K+] (potassium carbonate). Run in CC(C)O (2-propanol). Product: BrC=1C=C(CN2C(NCC2)=O)C=CC1 (3-(3-Bromo-benzyl)-imidazolidine-2-one). Yield: 43.7%. Reaction SMILES: [Br:1][C:2]1[CH:3]=[C:4]([CH:7]=[CH:8][CH:9]=1)[CH2:5]Br.[NH:10]1[CH2:14][CH2:13][NH:12][C:11]1=[O:15].C(=O)([O-])[O-].[K+].[K+]>CC(O)C>[Br:1][C:2]1[CH:3]=[C:4]([CH:7]=[CH:8][CH:9]=1)[CH2:5][N:10]1[CH2:14][CH2:13][NH:12][C:11]1=[O:15] |f:2.3.4|. Procedure details: 3-Bromobenzyl bromide (1.0 g, 4.0 mmol) was added to a solution of 2-imidazolidone (1.03 g, 12.0 mmol) and potassium carbonate (1.66 g, 12.0 mmol) in 2-propanol (10 mL), and the reaction stirred at reflux for 40 h. The cooled solution was partitioned between EtOAc and water. Organics were washed with brine, dried (MgSO4) and concentrated in vacuo. Purification by silica gel chromatography (100% EtOAc) gave 446 mg (44%) of the title compound as a white solid. 1H NMR (400 MHz, MeOD-d4) δ 7.40-7.48... Starting materials: ClC1=NC(=NC(=C1)C1=NC=CC=C1)C1=NC=CC=C1 (4-Chloro-2,6-bis(2-pyridinyl)pyrimidine), N1CCNCC1 (piperazine). The solvent is C(C)O (ethanol). Yields the product N1=C(C=CC=C1)C1=NC(=CC(=N1)N1CCNCC1)C1=NC=CC=C1 (4-[2,6-Bis(2-pyridinyl)-4-pyrimidinyl]piperazine). As a reaction SMILES: Cl[C:2]1[CH:7]=[C:6]([C:8]2[CH:13]=[CH:12][CH:11]=[CH:10][N:9]=2)[N:5]=[C:4]([C:14]2[CH:19]=[CH:18][CH:17]=[CH:16][N:15]=2)[N:3]=1.[NH:20]1[CH2:25][CH2:24][NH:23][CH2:22][CH2:21]1>C(O)C>[N:15]1[CH:16]=[CH:17][CH:18]=[CH:19][C:14]=1[C:4]1[N:3]=[C:2]([N:20]2[CH2:25][CH2:24][NH:23][CH2:22][CH2:21]2)[CH:7]=[C:6]([C:8]2[CH:13]=[CH:12][CH:11]=[CH:10][N:9]=2)[N:5]=1. Procedure: 4-Chloro-2,6-bis(2-pyridinyl)pyrimidine [prepared by the method of J.A.C.S. 32, 1591 (1967), 4.2 g] piperazine (13.44 g) and ethanol (70 ml) are heated at reflux for 2 hr. The mixture is allowed to cool and the solvent is removed under reduced pressure. The residue is dissolved in chloroform (250 ml), washed with water (twice), dried over sodium sulfate and concentrated under reduced pressure to give an oil. The oil is crystallized from ether to give the title compound, m.p. 159°-161°; MS (m/e) ... RXN SMILES: [BH4-:1].[CH3:19][CH2:20][O:21][CH2:22][CH3:23].[CH3:24][CH2:25][OH:26].[CH3:27][CH2:28][O:29][C:30](=[O:31])[CH3:32].[Cl-:17].[Cl:3][c:4]1[cH:5][cH:6][c:7]([C:10](=[O:11])[CH:12]2[CH:13]([C:15]#[N:16])[CH2:14]2)[cH:8][cH:9]1.[NH4+:18].[Na+:2]>>[Cl:3][c:4]1[cH:5][cH:6][c:7]([CH:10]([OH:11])[CH:12]2[CH:13]([C:15]#[N:16])[CH2:14]2)[cH:8][cH:9]1. Product: N#CC1CC1C(O)c1ccc(Cl)cc1. Reactants: [BH4-], CCOCC, CCO, CCOC(C)=O, [Cl-], N#CC1CC1C(=O)c1ccc(Cl)cc1, [NH4+], [Na+]. The reactants are BrCCCCCCC(=O)OCC (ethyl 7-bromoheptanoate), O1C(CCCC1)OC(CCCN(C(C)=O)CCCCC(CC(=O)OC)(C)C)CCCCC (methyl 7-{N-[4-(2-tetrahydropyranyloxy)nonyl]-acetamido}-3,3-dimethylheptanoate), CC(CC(=O)OC)(CCCCI)C (methyl 3,3-dimethyl-7-iodoheptanoate), product. The product is C(C)(=O)OC(CCCN(C(C=C)=O)CCCCCCC(=O)OCC)CCCCC (ethyl 7-[N-(4-acetoxynonyl)-acrylamido]heptanoate). Reaction SMILES: Br[CH2:2][CH2:3][CH2:4][CH2:5][CH2:6][CH2:7][C:8]([O:10][CH2:11][CH3:12])=[O:9].CC(C)(CCCCI)CC(OC)=[O:17].[O:26]1CCC[CH2:28][CH:27]1[O:32][CH:33]([CH2:53][CH2:54][CH2:55][CH2:56][CH3:57])[CH2:34][CH2:35][CH2:36][N:37]([CH2:41][CH2:42][CH2:43]CC(C)(C)CC(OC)=O)C(=O)C>>[C:27]([O:32][CH:33]([CH2:53][CH2:54][CH2:55][CH2:56][CH3:57])[CH2:34][CH2:35][CH2:36][N:37]([CH2:2][CH2:3][CH2:4][CH2:5][CH2:6][CH2:7][C:8]([O:10][CH2:11][CH3:12])=[O:9])[C:41](=[O:17])[CH:42]=[CH2:43])(=[O:26])[CH3:28]. Procedure details: The synthesis of this compound is carried out as described in Example 1 except that, in Step A, the ethyl 7-bromoheptanoate is replaced by an equimolar amount of methyl 3,3-dimethyl-7-iodoheptanoate. The product of Step A is methyl 7-{N-[4-(2-tetrahydropyranyloxy)nonyl]-acetamido}-3,3-dimethylheptanoate. The subsequent step yields 7- [N-(4-hydroxynonyl)acetamido]-3,3-dimethylheptanoic acid (B). Reactants: C([O-])(O)=O.[Na+] (sodium bicarbonate), Cl.O1CCOCC1 (HCl dioxane), C(C)(=O)O[BH-](OC(C)=O)OC(C)=O.[Na+] (sodium triacetoxyborohydride), ClC1=CC(=C(C=C1F)C=1N=C(C2=C(N1)CS(C2)(=O)=O)N2CCC(CC2)=O)F (1-[2-(4-chloro-2,5-difluorophenyl)-6,6-dioxido-5,7-dihydrothieno[3,4-d]pyrimidin-4-yl]piperidin-4-one), NC(C)O (aminoethanol). Reagents/catalysts: C(C)(=O)O (acetic acid). Run in C1CCOC1.CO (THF MeOH), C(Cl)Cl (methylene chloride). Conditions: time 1 hour. The product is Cl.Cl.ClC1=CC(=C(C=C1F)C=1N=C(C2=C(N1)CS(C2)(=O)=O)N2CCC(CC2)NCCO)F (2-({1-[2-(4-chloro-2,5-difluorophenyl)-6,6-dioxido-5,7-dihydrothieno[3,4-d]pyrimidin-4-yl]piperidin-4-yl}amino)ethanol dihydrochloride). RXN SMILES: [Cl:1][C:2]1[C:7]([F:8])=[CH:6][C:5]([C:9]2[N:10]=[C:11]([N:20]3[CH2:25][CH2:24][C:23](=O)[CH2:22][CH2:21]3)[C:12]3[CH2:17][S:16](=[O:19])(=[O:18])[CH2:15][C:13]=3[N:14]=2)=[C:4]([F:27])[CH:3]=1.[NH2:28]C(O)C.[C:32]([O:35][BH-](OC(=O)C)OC(=O)C)(=O)[CH3:33].[Na+].C(=O)(O)[O-].[Na+].[ClH:51].O1CCOCC1>C(O)(=O)C.C1COCC1.CO.C(Cl)Cl>[ClH:1].[ClH:51].[Cl:1][C:2]1[C:7]([F:8])=[CH:6][C:5]([C:9]2[N:10]=[C:11]([N:20]3[CH2:21][CH2:22][CH:23]([NH:28][CH2:33][CH2:32][OH:35])[CH2:24][CH2:25]3)[C:12]3[CH2:17][S:16](=[O:18])(=[O:19])[CH2:15][C:13]=3[N:14]=2)=[C:4]([F:27])[CH:3]=1 |f:2.3,4.5,6.7,9.10,12.13.14|. Procedure details: A mixture of 400 mg of 1-[2-(4-chloro-2,5-difluorophenyl)-6,6-dioxido-5,7-dihydrothieno[3,4-d]pyrimidin-4-yl]piperidin-4-one, 10 ml of methylene chloride, 65 μl of aminoethanol, and two drops of acetic acid was stirred at ambient temperature for 1 hour, here was then added 617 mg of sodium triacetoxyborohydride, and the mixture was stirred at ambient temperature for 3 hours. Saturated aqueous sodium bicarbonate was added to the reaction mixture, and the resultant mixture was extracted with chlor... Starting materials: [Al+3], COCCOC, [H-], [H-], [H-], [H-], [Li+], NCC(CC(=O)O)c1ccccc1, [Na+], [OH-], O. Yields the product NCC(CO)c1ccccc1. As a reaction SMILES: [Al+3:15].[CH3:23][O:24][CH2:25][CH2:26][O:27][CH3:28].[H-:14].[H-:17].[H-:18].[H-:19].[Li+:16].[NH2:1][CH2:2][CH:3]([CH2:4][C:5]([OH:6])=[O:7])[c:8]1[cH:9][cH:10][cH:11][cH:12][cH:13]1.[Na+:22].[OH-:21].[OH2:20]>>[NH2:1][CH2:2][CH:3]([CH2:4][OH:20])[c:8]1[cH:9][cH:10][cH:11][cH:12][cH:13]1. Starting materials: COCCCc1c[nH]cn1, [O-]C1CC1, OC1CC1, [Na+]. The product is c1nc(CCCOC2CC2)c[nH]1. RXN SMILES: [CH3:1][O:2][CH2:3][CH2:4][CH2:5][c:6]1[n:7][cH:8][nH:9][cH:10]1.[CH:11]1([O-:13])[CH2:12][CH2:14]1.[CH:16]1([OH:17])[CH2:18][CH2:19]1.[Na+:15]>>[CH:1]1([O:2][CH2:3][CH2:4][CH2:5][c:6]2[n:7][cH:8][nH:9][cH:10]2)[CH2:11][CH2:12]1. The reactants are C(C)OC(=O)N[C@@H](C(=O)O)C1=CC=CC=C1 ((R)-2-(ethoxycarbonylamino)-2-phenylacetic acid), Cl.C(C1=CC=CC=C1)OC([C@H]1NCCC1)=O (L-proline benzyl ester hydrochloride), C(C1=CC=CC=C1)OC(=O)[C@H]1N(CCC1)C([C@@H](C1=CC=CC=C1)NC(=O)OC(C)(C)C)=O ((S,R)-1-(2-tert-butoxycarbonylamino-2-phenylacetyl)-pyrrolidine-2-carboxylic acid benzyl ester). Product: C(C1=CC=CC=C1)OC(=O)[C@H]1N(CCC1)C([C@@H](C1=CC=CC=C1)NC(=O)OCC)=O ((S,R)-1-(2-ethoxycarbonylamino-2-phenylacetyl)-pyrrolidine-2-carboxylic acid benzyl ester). As a reaction SMILES: C(OC(N[C@H](C1C=CC=CC=1)C(O)=O)=O)C.Cl.C(OC(=O)[C@@H]1CCCN1)C1C=CC=CC=1.[CH2:33]([O:40][C:41]([C@@H:43]1[CH2:47][CH2:46][CH2:45][N:44]1[C:48](=[O:64])[C@H:49]([NH:56][C:57]([O:59][C:60](C)(C)[CH3:61])=[O:58])[C:50]1[CH:55]=[CH:54][CH:53]=[CH:52][CH:51]=1)=[O:42])[C:34]1[CH:39]=[CH:38][CH:37]=[CH:36][CH:35]=1>>[CH2:33]([O:40][C:41]([C@@H:43]1[CH2:47][CH2:46][CH2:45][N:44]1[C:48](=[O:64])[C@H:49]([NH:56][C:57]([O:59][CH2:60][CH3:61])=[O:58])[C:50]1[CH:51]=[CH:52][CH:53]=[CH:54][CH:55]=1)=[O:42])[C:34]1[CH:39]=[CH:38][CH:37]=[CH:36][CH:35]=1 |f:1.2|. Reported procedure: Compound 42 was synthesized from compound 41 (2 mmol) and L-proline benzyl ester hydrochloride (2.2 mmol), following the procedure as described for compound 2a.